Dataset: the Open Reaction Database (ORD), a public repository of structured organic reaction records. Task: describe an organic reaction: reactants, conditions, products, and yield Product: FC1=CC=C(C=C1)C1=C(N(N=N1)C)COC1=NC=C(C(=O)O)C=C1 (6-[5-(4-Fluoro-phenyl)-3-methyl-3H-[1,2,3]triazol-4-ylmethoxy]-nicotinic acid). The reactants are O.[OH-].[Li+] (lithium hydroxide monohydrate), COC(C1=CN=C(C=C1)OCC=1N(N=NC1C1=CC=C(C=C1)F)C)=O (6-[5-(4-fluoro-phenyl)-3-methyl-3H-[1,2,3]triazol-4-ylmethoxy]-nicotinic acid methyl ester). Reported procedure: A solution of lithium hydroxide monohydrate (101 mg, 2.41 mmol) in water (3 mL) was added dropwise to a suspension of 6-[5-(4-fluoro-phenyl)-3-methyl-3H-[1,2,3]triazol-4-ylmethoxy]-nicotinic acid methyl ester (413 mg, 1.21 mmol) in THF (3 mL) and MeOH (0.6 mL). The reaction mixture was then stirred at room temperature for 1 h. The reaction mixture was then evaporated and the residue dissolved in water, acidified with HCl (1N), and the resulting precipitate filtered off to afford the title produc... Conditions: time 1 hour. The solvent is O (water), C1CCOC1 (THF), CO (MeOH). Reaction SMILES: O.[OH-].[Li+].C[O:5][C:6](=[O:28])[C:7]1[CH:12]=[CH:11][C:10]([O:13][CH2:14][C:15]2[N:16]([CH3:27])[N:17]=[N:18][C:19]=2[C:20]2[CH:25]=[CH:24][C:23]([F:26])=[CH:22][CH:21]=2)=[N:9][CH:8]=1>O.C1COCC1.CO>[F:26][C:23]1[CH:24]=[CH:25][C:20]([C:19]2[N:18]=[N:17][N:16]([CH3:27])[C:15]=2[CH2:14][O:13][C:10]2[CH:11]=[CH:12][C:7]([C:6]([OH:28])=[O:5])=[CH:8][N:9]=2)=[CH:21][CH:22]=1 |f:0.1.2|. The yield is 95.7%. Solvent: CO.C(Cl)Cl (methanol methylene chloride), O (water). Reactants: FC1=CC2=C(C(=NO2)C2CCNCC2)C=C1 (6-fluoro-3-(4-piperidinyl)-1,2-benzisoxazole), C(=O)([O-])[O-].[K+].[K+] (K2CO3), ClCCCOC1=C(C=C(C=C1)C(C)=O)NC (1-[4-(3-chloropropoxy)-3-(methylamino)phenyl]ethanone), C(C)#N (acetonitrile). Product: FC1=CC2=C(C(=NO2)C2CCN(CC2)CCCOC2(CC(=CC=C2)NC)C(C)=O)C=C1 (1-[1-[3-[4-(6-fluoro-1,2-benzisoxazol-3-yl)-1-piperidinyl]propoxy]-3-(methylamino)phenyl]ethanone). As a reaction SMILES: [F:1][C:2]1[CH:16]=[CH:15][C:5]2[C:6]([CH:9]3[CH2:14][CH2:13][NH:12][CH2:11][CH2:10]3)=[N:7][O:8][C:4]=2[CH:3]=1.[C:17]([O-:20])([O-])=O.[K+].[K+].ClCCCO[C:28]1[CH:33]=[CH:32][C:31]([C:34](=[O:36])[CH3:35])=[CH:30][C:29]=1[NH:37][CH3:38].[C:39](#N)[CH3:40]>CO.C(Cl)Cl.O>[F:1][C:2]1[CH:16]=[CH:15][C:5]2[C:6]([CH:9]3[CH2:10][CH2:11][N:12]([CH2:39][CH2:40][CH2:17][O:20][C:31]4([C:34](=[O:36])[CH3:35])[CH:32]=[CH:33][CH:28]=[C:29]([NH:37][CH3:38])[CH2:30]4)[CH2:13][CH2:14]3)=[N:7][O:8][C:4]=2[CH:3]=1 |f:1.2.3,6.7|. Procedure: A mixture of 6-fluoro-3-(4-piperidinyl)-1,2-benzisoxazole (2.3 g, 10.3 mnmol), K2CO3 (1.4 g, 10.3 mmol), 1-[4-(3-chloropropoxy)-3-(methylamino)phenyl]ethanone (2.5 , 10.3 mmol), KI (0.10 g), and acetonitrile (100 ml) was stirred at reflux under nitrogen for 23 hours. The reaction was cooled to ambient temperature, poured into water, and the aqueous mixture was extracted with ethyl acetate. The ethyl acetate extract was washed twice with water, dried with MgSO4 and was concentrated to yield 4.8 g...